This data is from the Open Reaction Database (ORD), a public repository of structured organic reaction records. The task is: describe an organic reaction: reactants, conditions, products, and yield Reactants: C(C)OC(C(CCCCC)OC1=CC=C(C=C1)C1=CCCCCC1)=O (α-[p-(1-cycloheptenyl)-phenoxy]-heptanoic acid ethyl ester), CCCCCC (hexane), [OH-].[Na+] (sodium hydroxide). The solvent is C(C)O (ethanol). The product is C1(=CCCCCC1)C1=CC=C(OC(C(=O)O)CCCCC)C=C1 (α-[p-(1-cycloheptenyl)-phenoxy]-heptanoic acid). RXN SMILES: C([O:3][C:4](=[O:25])[CH:5]([O:11][C:12]1[CH:17]=[CH:16][C:15]([C:18]2[CH2:24][CH2:23][CH2:22][CH2:21][CH2:20][CH:19]=2)=[CH:14][CH:13]=1)[CH2:6][CH2:7][CH2:8][CH2:9][CH3:10])C.[OH-].[Na+].CCCCCC>C(O)C>[C:18]1([C:15]2[CH:14]=[CH:13][C:12]([O:11][CH:5]([CH2:6][CH2:7][CH2:8][CH2:9][CH3:10])[C:4]([OH:25])=[O:3])=[CH:17][CH:16]=2)[CH2:24][CH2:23][CH2:22][CH2:21][CH2:20][CH:19]=1 |f:1.2|. Reported procedure: Analogously to the process described in Example 2, 13 g of α-[p-(1-cycloheptenyl)-phenoxy]-heptanoic acid ethyl ester and 29 ml of 2 N sodium hydroxide solution in 130 ml of ethanol give α-[p-(1-cycloheptenyl)-phenoxy]-heptanoic acid of melting point 69°-71° C (from cold hexane). The reactants are COC(C1=CC(=CC=C1)OCC1=CC=NC2=CC=CC=C12)=O (3-(4-Quinolinylmethoxy)benzoic acid methyl ester), [OH-].[Na+] (NaOH), Cl (HCl). Run in CO (MeOH). Yields the product N1=CC=C(C2=CC=CC=C12)COC=1C=C(C(=O)O)C=CC1 (3-(4-quinolinylmethoxy)benzoic acid). Yield: 97.1%. As a reaction SMILES: C[O:2][C:3](=[O:22])[C:4]1[CH:9]=[CH:8][CH:7]=[C:6]([O:10][CH2:11][C:12]2[C:21]3[C:16](=[CH:17][CH:18]=[CH:19][CH:20]=3)[N:15]=[CH:14][CH:13]=2)[CH:5]=1.[OH-].[Na+].Cl>CO>[N:15]1[C:16]2[C:21](=[CH:20][CH:19]=[CH:18][CH:17]=2)[C:12]([CH2:11][O:10][C:6]2[CH:5]=[C:4]([CH:9]=[CH:8][CH:7]=2)[C:3]([OH:22])=[O:2])=[CH:13][CH:14]=1 |f:1.2|. Procedure details: 3-(4-Quinolinylmethoxy)benzoic acid methyl ester (10.25 g, 35 mmol) and 2.5N NaOH (aq) (70 ml, 175 mmol) were refluxed for 2 hours in MeOH (300 mL). Neutralization with conc. HCl (14.5 mL, 175 mmol) and filtration afforded 9.5 g (34 mmol, 97%) of air-dried 3-(4-quinolinylmethoxy)benzoic acid as a white solid. The free acid (9.0 g, 32 mmol) was refluxed in excess thionyl chloride (50 mL, neat) for 10 minutes. Dichloroethane and ether were added and the resulting precipitate filtered to afford 3-(... Starting materials: ClC1=NC=CC(=N1)C=1C(=NN2C1C=CC(=C2)OC)C=2C=C(C=CC2)NC(C(F)(F)F)=O (N-{3-[3-(2-chloro-4-pyrimidinyl)-6-(methyloxy)pyrazolo[1,5-a]pyridin-2-yl]phenyl}-2,2,2-trifluoroacetamide), Cl.Cl.NC=1C=C(C=CC1)OCCN(C)C ({2-[(3-aminophenyl)oxy]ethyl}dimethylamine dihydrochloride). The solvent is CC(C)O (i-PrOH). Product: CN(CCOC=1C=C(C=CC1)NC1=NC=CC(=N1)C=1C(=NN2C1C=CC(=C2)OC)C=2C=C(C=CC2)NC(C(F)(F)F)=O)C (N-{3-[3-{2-[(3-{[2-(dimethylamino)ethyl]oxy}phenyl)amino]-4-pyrimidinyl}-6-(methyloxy)pyrazolo[1,5-a]pyridin-2-yl]phenyl}-2,2,2-trifluoroacetamide). RXN SMILES: Cl[C:2]1[N:7]=[C:6]([C:8]2[C:9]([C:19]3[CH:20]=[C:21]([NH:25][C:26](=[O:31])[C:27]([F:30])([F:29])[F:28])[CH:22]=[CH:23][CH:24]=3)=[N:10][N:11]3[CH:16]=[C:15]([O:17][CH3:18])[CH:14]=[CH:13][C:12]=23)[CH:5]=[CH:4][N:3]=1.Cl.Cl.[NH2:34][C:35]1[CH:36]=[C:37]([O:41][CH2:42][CH2:43][N:44]([CH3:46])[CH3:45])[CH:38]=[CH:39][CH:40]=1>CC(O)C>[CH3:45][N:44]([CH3:46])[CH2:43][CH2:42][O:41][C:37]1[CH:36]=[C:35]([NH:34][C:2]2[N:7]=[C:6]([C:8]3[C:9]([C:19]4[CH:20]=[C:21]([NH:25][C:26](=[O:31])[C:27]([F:29])([F:28])[F:30])[CH:22]=[CH:23][CH:24]=4)=[N:10][N:11]4[CH:16]=[C:15]([O:17][CH3:18])[CH:14]=[CH:13][C:12]=34)[CH:5]=[CH:4][N:3]=2)[CH:40]=[CH:39][CH:38]=1 |f:1.2.3|. Reported procedure: N-{3-[3-(2-chloro-4-pyrimidinyl)-6-(methyloxy)pyrazolo[1,5-a]pyridin-2-yl]phenyl}-2,2,2-trifluoroacetamide (0.26 g, 0.58 mmol) and {2-[(3-aminophenyl)oxy]ethyl}dimethylamine dihydrochloride (0.18 g, 0.70 mmol) were combined in i-PrOH (4 mL)) and microwaved for 15 min. at 160° C. The reaction mixture was concentrated to dryness to afford N-{3-[3-{2-[(3-{[2-(dimethylamino)ethyl]oxy}phenyl)amino]-4-pyrimidinyl}-6-(methyloxy)pyrazolo[1,5-a]pyridin-2-yl]phenyl}-2,2,2-trifluoroacetamide as a brown sol... Reactants: BrC1=CN=C(C=2N1C=C(N2)CO)N2CCOCC2 ((5-Bromo-8-morpholinoimidazo[1,2-a]pyrazin-2-yl)methanol), ClC1=NC2=CC=CC=C2C=C1 (2-chloroquinoline). Product: BrC1=CN=C(C=2N1C=C(N2)COC2=NC1=CC=CC=C1C=C2)N2CCOCC2 (4-(5-Bromo-2-((quinolin-2-yloxy)methyl)imidazo[1,2-a]pyrazin-8-yl)morpholine). Isolated yield 75.0%. RXN SMILES: [Br:1][C:2]1[N:7]2[CH:8]=[C:9]([CH2:11][OH:12])[N:10]=[C:6]2[C:5]([N:13]2[CH2:18][CH2:17][O:16][CH2:15][CH2:14]2)=[N:4][CH:3]=1.Cl[C:20]1[CH:29]=[CH:28][C:27]2[C:22](=[CH:23][CH:24]=[CH:25][CH:26]=2)[N:21]=1>>[Br:1][C:2]1[N:7]2[CH:8]=[C:9]([CH2:11][O:12][C:20]3[CH:29]=[CH:28][C:27]4[C:22](=[CH:23][CH:24]=[CH:25][CH:26]=4)[N:21]=3)[N:10]=[C:6]2[C:5]([N:13]2[CH2:18][CH2:17][O:16][CH2:15][CH2:14]2)=[N:4][CH:3]=1. Procedure: Compound 1e (10.0 g, 30.4 mmol) was treated with 2-chloroquinoline using the reaction conditions described in Example 1, Step I to obtain compound 15a as a white solid (10.4 g, 75% yield). Mass Spectrum (LCMS, ESI pos.): Calcd. for C20H18BrN5O2: 440.1 (M+H). found: 440.3. Starting materials: C(CCC)OC(=O)C1=C(C2=C(C(=N1)Br)C=CS2)O (4-bromo-7-hydroxy-thieno[3,2-c]pyridine-6-carboxylic acid butyl ester), C(#N)[Cu] (CuCN). The reagents and catalysts are [C-]#N.C(C)[N+](CC)(CC)CC (tetraethylammonium cyanide), C=1C=CC(=CC1)/C=C/C(=O)/C=C/C2=CC=CC=C2.C=1C=CC(=CC1)/C=C/C(=O)/C=C/C2=CC=CC=C2.C=1C=CC(=CC1)/C=C/C(=O)/C=C/C2=CC=CC=C2.[Pd].[Pd] (tris(dibenzylideneacetone)dipalladium(0)), C1(=CC=CC=C1)P([C-]1C=CC=C1)C1=CC=CC=C1.[C-]1(C=CC=C1)P(C1=CC=CC=C1)C1=CC=CC=C1.[Fe+2] (1,1′-bis(diphenylphosphino)ferrocene). Run in O1CCOCC1 (1,4-dioxane). Conditions: temperature 140 celsius, time 15 minute. Yields the product C(CCC)OC(=O)C1=C(C2=C(C(=N1)C#N)C=CS2)O (4-Cyano-7-hydroxy-thieno[3,2-c]pyridine-6-carboxylic acid butyl ester). The yield is 151.3%. RXN SMILES: [CH2:1]([O:5][C:6]([C:8]1[N:13]=[C:12](Br)[C:11]2[CH:15]=[CH:16][S:17][C:10]=2[C:9]=1[OH:18])=[O:7])[CH2:2][CH2:3][CH3:4].[C:19]([Cu])#[N:20]>[C-]#N.C([N+](CC)(CC)CC)C.C1C=CC(/C=C/C(/C=C/C2C=CC=CC=2)=O)=CC=1.C1C=CC(/C=C/C(/C=C/C2C=CC=CC=2)=O)=CC=1.C1C=CC(/C=C/C(/C=C/C2C=CC=CC=2)=O)=CC=1.[Pd].[Pd].C1(P(C2C=CC=CC=2)[C-]2C=CC=C2)C=CC=CC=1.[C-]1(P(C2C=CC=CC=2)C2C=CC=CC=2)C=CC=C1.[Fe+2].O1CCOCC1>[CH2:1]([O:5][C:6]([C:8]1[N:13]=[C:12]([C:19]#[N:20])[C:11]2[CH:15]=[CH:16][S:17][C:10]=2[C:9]=1[OH:18])=[O:7])[CH2:2][CH2:3][CH3:4] |f:2.3,4.5.6.7.8,9.10.11|. Procedure: A mixture of 4-bromo-7-hydroxy-thieno[3,2-c]pyridine-6-carboxylic acid butyl ester (example 44a, 165 mg, 0.5 mmol), CuCN (181 mg, 2 mmol), tris(dibenzylideneacetone)dipalladium(0) (46 mg, 0.05 mmol), 1,1′-bis(diphenylphosphino)ferrocene (114 mg, 0.2 mmol), tetraethylammonium cyanide (83 mg, 0.5 mmol), and anhydrous 1,4-dioxane (3 ml) was heated in a microwave oven at 140° C. with stirring for 15 min. Then silica gel was added and the mixture concentrated in vacuo. The residue was added on top of...